This data is from the Open Reaction Database (ORD), a public repository of structured organic reaction records. The task is: describe an organic reaction: reactants, conditions, products, and yield The solvent is CN(C)C=O (DMF). Reaction SMILES: [S:1]([C:9]1[CH:14]=[CH:13][C:12]([OH:15])=[CH:11][CH:10]=1)[C:2]1[CH:7]=[CH:6][C:5](O)=[CH:4][CH:3]=1.[C:16](=[O:19])([O-])[O-].[K+].[K+].Br[CH2:23][CH2:24][CH2:25][CH2:26][CH2:27][CH2:28][CH3:29].O>CN(C=O)C>[CH2:23]([O:15][C:12]1[CH:13]=[CH:14][C:9]([S:1][C:2]2[CH:7]=[CH:6][C:5]([O:19][CH2:16][CH2:6][CH2:7][CH2:2][CH2:3][CH2:4][CH3:5])=[CH:4][CH:3]=2)=[CH:10][CH:11]=1)[CH2:24][CH2:25][CH2:26][CH2:27][CH2:28][CH3:29] |f:1.2.3|. The reactants are O (water), S(C1=CC=C(C=C1)O)C1=CC=C(C=C1)O (4,4′-thiodiphenol), C([O-])([O-])=O.[K+].[K+] (potassium carbonate), BrCCCCCCC (1-bromoheptane). The product is C(CCCCCC)OC1=CC=C(C=C1)SC1=CC=C(C=C1)OCCCCCCC (bis(4-(heptyloxy)phenyl)sulfane). Procedure: 4,4′-thiodiphenol (bis(4-hydroxyphenyl) sulfide) (1 eq, 10 g, 45.8 mmol), potassium carbonate (2.5 eq, 15.8245 g, 114.5 mmol, 138.205 g/mol), and 1-bromoheptane (2.5 eq, 20.5070 g, 18 mL, 114.5 mmol, 179.10 g/mol, d=1.14 g/mL) were dissolved in DMF (100 mL) at 80° C. The reaction was stirred until complete as determined by TLC. The reaction was poured into water and extracted with dichloromethane (DCM). The aqueous layer was discarded and the DCM was back-extracted three times to remove residual... The reactants are ClC1=NC(=C2N=CN(C2=N1)[C@H]1[C@H](OC(C)=O)[C@H](OC(C)=O)[C@H](O1)COCC)Cl (2,6-dichloro-9-(2,3-di-O-acetyl-5-O-ethyl-β-D-ribofuranosyl)-purine), C1(CCCC1)N (cyclopentylamine). Yields the product C1(CCCC1)NC=1C=2N=CN([C@H]3[C@H](O)[C@H](O)[C@@H](COCC)O3)C2N=C(N1)Cl (N6-cyclopentyl-2-Chloro-5′-O-ethyladenosine). RXN SMILES: [Cl:1][C:2]1[N:10]=[C:9]2[C:5]([N:6]=[CH:7][N:8]2[C@@H:11]2[O:23][C@H:22]([CH2:24][O:25][CH2:26][CH3:27])[C@@H:17]([O:18]C(=O)C)[C@H:12]2[O:13]C(=O)C)=[C:4](Cl)[N:3]=1.[CH:29]1([NH2:34])[CH2:33][CH2:32][CH2:31][CH2:30]1>>[CH:29]1([NH:34][C:4]2[C:5]3[N:6]=[CH:7][N:8]([C:9]=3[N:10]=[C:2]([Cl:1])[N:3]=2)[C@@H:11]2[O:23][C@H:22]([CH2:24][O:25][CH2:26][CH3:27])[C@@H:17]([OH:18])[C@H:12]2[OH:13])[CH2:33][CH2:32][CH2:31][CH2:30]1. Reported procedure: Method B. The reaction was carried out with 2,6-dichloro-9-(2,3-di-O-acetyl-5-O-ethyl-β-D-ribofuranosyl)-purine (63, 505 mg, 1.16 mmol) and cyclopentylamine (1.74 mmol, 172 μL). The mixture was purified by column chromatography (eluens 5% MeOH in CH2Cl2). Yield 323 mg (0.81 mmol, 70%), mp 114–116° C.; Rf 0.55 (10% MeOH in CH2Cl2); 1H NMR (DMSO-d6) δ 8.34 (s, 1H, H-8), 8.32 (bs, 1H, NH), 5.82 (d, 1H, J=5.15 Hz, H-1′), 5.53 (d, 1H, J=5.18 Hz, OH-2′), 5.29 (d, 1H, J=5.15 Hz, OH-3′), 4.47–4.37 (m, 2...